From a dataset of the Open Reaction Database (ORD), a public repository of structured organic reaction records. describe an organic reaction: reactants, conditions, products, and yield Reactants: FC(C=1C=C(CN(C(=O)C=2N=C(C3=CC=CC=C3C2C2=CC=CC=C2)Cl)C)C=C(C1)C(F)(F)F)(F)F (N-[3,5-Bis(trifluoromethyl)benzyl]-1-chloro-N-methyl-4-phenyl-3-isoquinolinecarboxamide), C[O-].[Na+] (sodium methoxide). Product: FC(C=1C=C(CN(C(=O)C=2N=C(C3=CC=CC=C3C2C2=CC=CC=C2)OC)C)C=C(C1)C(F)(F)F)(F)F (N-[3,5-Bis(trifluoromethyl)benzyl]-1-methoxy-N-methyl-4-phenyl-3-isoquinolinecarboxamide). As a reaction SMILES: [F:1][C:2]([F:36])([F:35])[C:3]1[CH:4]=[C:5]([CH:28]=[C:29]([C:31]([F:34])([F:33])[F:32])[CH:30]=1)[CH2:6][N:7]([CH3:27])[C:8]([C:10]1[N:11]=[C:12](Cl)[C:13]2[C:18]([C:19]=1[C:20]1[CH:25]=[CH:24][CH:23]=[CH:22][CH:21]=1)=[CH:17][CH:16]=[CH:15][CH:14]=2)=[O:9].[CH3:37][O-:38].[Na+]>>[F:1][C:2]([F:36])([F:35])[C:3]1[CH:4]=[C:5]([CH:28]=[C:29]([C:31]([F:34])([F:33])[F:32])[CH:30]=1)[CH2:6][N:7]([CH3:27])[C:8]([C:10]1[N:11]=[C:12]([O:38][CH3:37])[C:13]2[C:18]([C:19]=1[C:20]1[CH:25]=[CH:24][CH:23]=[CH:22][CH:21]=1)=[CH:17][CH:16]=[CH:15][CH:14]=2)=[O:9] |f:1.2|. Reported procedure: The compound obtained in Example 275 was reacted with sodium methoxide by a method similar to Example 270 to yield the title compound as colorless crystals. Reactants: IC=1C=C(C=CC1)C(C=1SC2=C(N1)C=CC=C2)OC2CCN(CC2)C (2-[(3-iodophenyl)(1-methylpiperidin-4-yloxy)methyl]benzothiazole), CC=1C=NC2=C3N=CC(=C(C3=CC=C2C1C)C)C (3,4,7,8-tetramethyl-1,10-phenanthroline), C([O-])([O-])=O.[Cs+].[Cs+] (cesium carbonate), C(CCO)O (propan-1,3-diol). The reagents and catalysts are [Cu]I (copper(I) iodide). The solvent is C1(=CC=CC=C1)C (toluene). Conditions: temperature 90 celsius, time 24 hour. Yields the product S1C(=NC2=C1C=CC=C2)C(C=2C=C(OCCCO)C=CC2)OC2CCN(CC2)C (3-{3-[benzothiazol-2-yl(1-methylpiperidin-4-yloxy)methyl]phenoxy}propan-1-ol), C(C(=O)[O-])(=O)[O-] (oxalate). Reaction SMILES: I[C:2]1[CH:3]=[C:4]([CH:8]([O:18][CH:19]2[CH2:24][CH2:23][N:22]([CH3:25])[CH2:21][CH2:20]2)[C:9]2[S:10][C:11]3[CH:17]=[CH:16][CH:15]=[CH:14][C:12]=3[N:13]=2)[CH:5]=[CH:6][CH:7]=1.CC1C=NC2C(C=1C)=CC=C1C=2N=CC(C)=C1C.[C:44](=[O:47])([O-:46])[O-].[Cs+].[Cs+].[CH2:50]([OH:54])[CH2:51][CH2:52][OH:53]>[Cu]I.C1(C)C=CC=CC=1>[S:10]1[C:11]2[CH:17]=[CH:16][CH:15]=[CH:14][C:12]=2[N:13]=[C:9]1[CH:8]([O:18][CH:19]1[CH2:24][CH2:23][N:22]([CH3:25])[CH2:21][CH2:20]1)[C:4]1[CH:3]=[C:2]([CH:7]=[CH:6][CH:5]=1)[O:53][CH2:52][CH2:51][CH2:50][OH:54].[C:19]([O-:18])(=[O:53])[C:44]([O-:46])=[O:47] |f:2.3.4|. Procedure: A screw-capped tube is charged with 2-[(3-iodophenyl)(1-methylpiperidin-4-yloxy)methyl]benzothiazole (example 41, 150 mg), copper(I) iodide (6.5 mg), 3,4,7,8-tetramethyl-1,10-phenanthroline (16.3 mg), cesium carbonate (223 mg), propan-1,3-diol (74 mg), ground 4 Å molecular sieves (80 mg) and toluene (4 mL). The tube is evacuated, filled with argon and sealed. After stirring at 90° C. for 24 h, the mixture is diluted with dichloromethane, water and ammonia. After filtration and decantation, the a...